From a dataset of the Open Reaction Database (ORD), a public repository of structured organic reaction records. describe an organic reaction: reactants, conditions, products, and yield Procedure details: To a solution of 5-{2-benzyloxy-4-[(E)-2-((S)-2-methanesulfonyl-1,2,3,4-tetrahydroisoquinolin-3-yl)-vinyl]-phenyl}-1,1-dioxo-1,2,5-thiadiazolidin-3-one (0.090 g, 0.16 mmol) in EtOH (4 mL) is added a slurry of 10% Pd/C (0.1 g) in EtOH (6 mL). The reaction vessel is flushed twice with H2 and stirred at RT for 18 h under balloon pressure of H2. The mixture is filtered and purified by reverse phase chromatography using a gradient of 15 to 40% EtOH/water to afford the title compound as a white solid:... Solvent: CCO (EtOH), CCO (EtOH). Product: OC1=C(C=CC(=C1)CC[C@H]1N(CC2=CC=CC=C2C1)S(=O)(=O)C)N1CC(NS1(=O)=O)=O (5-{2-Hydroxy-4-[2-((R)-2-methanesulfonyl-1,2,3,4-tetrahydroisoquinolin-3-yl)-ethyl]-phenyl}-1,1-dioxo-1,2,5-thiadiazolidin-3-one). Starting materials: C(C1=CC=CC=C1)OC1=C(C=CC(=C1)\C=C\[C@H]1N(CC2=CC=CC=C2C1)S(=O)(=O)C)N1CC(NS1(=O)=O)=O (5-{2-benzyloxy-4-[(E)-2-((S)-2-methanesulfonyl-1,2,3,4-tetrahydroisoquinolin-3-yl)-vinyl]-phenyl}-1,1-dioxo-1,2,5-thiadiazolidin-3-one). As a reaction SMILES: C([O:8][C:9]1[CH:14]=[C:13](/[CH:15]=[CH:16]/[C@@H:17]2[CH2:26][C:25]3[C:20](=[CH:21][CH:22]=[CH:23][CH:24]=3)[CH2:19][N:18]2[S:27]([CH3:30])(=[O:29])=[O:28])[CH:12]=[CH:11][C:10]=1[N:31]1[S:35](=[O:37])(=[O:36])[NH:34][C:33](=[O:38])[CH2:32]1)C1C=CC=CC=1>CCO.[Pd]>[OH:8][C:9]1[CH:14]=[C:13]([CH2:15][CH2:16][C@@H:17]2[CH2:26][C:25]3[C:20](=[CH:21][CH:22]=[CH:23][CH:24]=3)[CH2:19][N:18]2[S:27]([CH3:30])(=[O:28])=[O:29])[CH:12]=[CH:11][C:10]=1[N:31]1[S:35](=[O:37])(=[O:36])[NH:34][C:33](=[O:38])[CH2:32]1. The reagents and catalysts are [Pd] (Pd/C). Reaction conditions: time 18 hour.